From a dataset of the Open Reaction Database (ORD), a public repository of structured organic reaction records. describe an organic reaction: reactants, conditions, products, and yield Starting materials: CNC, CCN(C(C)C)C(C)C, ClCCl, Cl, O=S(=O)(Cl)c1ccc(F)cc1, O. Product: CN(C)S(=O)(=O)c1ccc(F)cc1. RXN SMILES: [CH3:2][NH:3][CH3:4].[CH:16]([N:17]([CH2:18][CH3:19])[CH:20]([CH3:21])[CH3:22])([CH3:23])[CH3:24].[Cl:25][CH2:26][Cl:27].[ClH:1].[F:5][c:6]1[cH:7][cH:8][c:9]([S:12](=[O:13])(=[O:14])[Cl:15])[cH:10][cH:11]1.[OH2:28]>>[CH3:2][N:3]([CH3:4])[S:12]([c:9]1[cH:8][cH:7][c:6]([F:5])[cH:11][cH:10]1)(=[O:13])=[O:14].